This data is from the Open Reaction Database (ORD), a public repository of structured organic reaction records. The task is: describe an organic reaction: reactants, conditions, products, and yield The reactants are BrC1=C(C=C(C=C1)Cl)C1=CC(N(C=C1)C(C(=O)O)CC=1C=NC=CC1)=O (2-[4-(2-bromo-5-chlorophenyl)-2-oxopyridin-1(2H)-yl]-3-(pyridin-3-yl)propanoic acid), NC1=CC=C(C(=O)OC)C=C1 (methyl 4-aminobenzoate). Yields the product BrC1=C(C=C(C=C1)Cl)C1=CC(N(C=C1)C(C(=O)NC1=CC=C(C(=O)OC)C=C1)CC=1C=NC=CC1)=O (Methyl 4-({2-[4-(2-bromo-5-chlorophenyl)-2-oxopyridin-1(2H)-yl]-3-(pyridin-3-yl)propanoyl}amino)benzoate). As a reaction SMILES: [Br:1][C:2]1[CH:7]=[CH:6][C:5]([Cl:8])=[CH:4][C:3]=1[C:9]1[CH:14]=[CH:13][N:12]([CH:15]([CH2:19][C:20]2[CH:21]=[N:22][CH:23]=[CH:24][CH:25]=2)[C:16]([OH:18])=O)[C:11](=[O:26])[CH:10]=1.[NH2:27][C:28]1[CH:37]=[CH:36][C:31]([C:32]([O:34][CH3:35])=[O:33])=[CH:30][CH:29]=1>>[Br:1][C:2]1[CH:7]=[CH:6][C:5]([Cl:8])=[CH:4][C:3]=1[C:9]1[CH:14]=[CH:13][N:12]([CH:15]([CH2:19][C:20]2[CH:21]=[N:22][CH:23]=[CH:24][CH:25]=2)[C:16]([NH:27][C:28]2[CH:29]=[CH:30][C:31]([C:32]([O:34][CH3:35])=[O:33])=[CH:36][CH:37]=2)=[O:18])[C:11](=[O:26])[CH:10]=1. Procedure: 244 mg (purity 57%, 0.32 mmol) of 2-[4-(2-bromo-5-chlorophenyl)-2-oxopyridin-1(2H)-yl]-3-(pyridin-3-yl)propanoic acid (racemate) and 1.2 eq. of methyl 4-aminobenzoate were reacted according to General Method 5A. Yield: 65 mg (purity 85%, 30% of theory) Starting materials: Cc1cc(C)[nH]n1, CCOC(C)=O, O=[N+]([O-])c1ccc2snc(Cl)c2c1, c1ccncc1. Yields the product Cc1cc(C)n(-c2nsc3ccc([N+](=O)[O-])cc23)n1. As a reaction SMILES: [CH3:14][c:15]1[n:16][nH:17][c:18]([CH3:20])[cH:19]1.[CH3:27][CH2:28][O:29][C:30](=[O:31])[CH3:32].[Cl:1][c:2]1[n:3][s:4][c:5]2[c:6]1[cH:7][c:8]([N+:11](=[O:12])[O-:13])[cH:9][cH:10]2.[cH:21]1[cH:22][cH:23][n:24][cH:25][cH:26]1>>[c:2]1(-[n:17]2[n:16][c:15]([CH3:14])[cH:19][c:18]2[CH3:20])[n:3][s:4][c:5]2[c:6]1[cH:7][c:8]([N+:11](=[O:12])[O-:13])[cH:9][cH:10]2. Starting materials: [Si](C1=CC=CC=C1)(C1=CC=CC=C1)(C(C)(C)C)C([C@@H]1[C@]([C@]([C@H](OC)O1)(O)C(C1=CC=CC=C1)=O)(O)C(C1=CC=CC=C1)=O)O (1-O-methyl 5-(t-butyldiphenylsilyl)-2,3-dibenzoyl-β-D-ribofuranoside), [F-].C(CCC)[N+](CCCC)(CCCC)CCCC (tetrabutylammonium fluoride), C1CCOC1 (THF). The product is C(C1=CC=CC=C1)(=O)[C@@]1([C@H](OC)O[C@@H]([C@]1(O)C(C1=CC=CC=C1)=O)CO)O (1-O-methyl 2,3-dibenzoyl-β-D-ribofuranoside). Procedure: A solution of 1-O-methyl 5-(t-butyldiphenylsilyl)-2,3-dibenzoyl-β-D-ribofuranoside (849 mg, 1.39 mmol) and 1.0M tetrabutylammonium fluoride in THF (1.53 ml, 1.53 mmol) was stirred for 2 h at room temperature. After evaporation of the solvent, the residue was purified by silica gel column chromatography (Hx-EtOAc, 1:1) to yield 1-O-methyl 2,3-dibenzoyl-β-D-ribofuranoside [Rf =0.50 (Hx-EtOAc, 1:1), 461 mg, 89%] as thick syrup. 1H NMR (DMSO-d6) d 3.38 (s, 3H, --OCH3), 3.62 (m, 2H, H-5), 4.37 (q, J=... Reaction SMILES: [Si]([CH:18]([OH:44])[C@H:19]1[O:25][C@@H:22]([O:23][CH3:24])[C@:21]([C:27](=[O:34])[C:28]2[CH:33]=[CH:32][CH:31]=[CH:30][CH:29]=2)([OH:26])[C@:20]1([C:36](=[O:43])[C:37]1[CH:42]=[CH:41][CH:40]=[CH:39][CH:38]=1)[OH:35])(C(C)(C)C)(C1C=CC=CC=1)C1C=CC=CC=1.[F-].C([N+](CCCC)(CCCC)CCCC)CCC.C1COCC1>>[C:27]([C@@:21]1([OH:26])[C@:20]([C:36](=[O:43])[C:37]2[CH:42]=[CH:41][CH:40]=[CH:39][CH:38]=2)([OH:35])[C@@H:19]([CH2:18][OH:44])[O:25][C@H:22]1[O:23][CH3:24])(=[O:34])[C:28]1[CH:33]=[CH:32][CH:31]=[CH:30][CH:29]=1 |f:1.2|. Isolated yield 89.1%. Reactants: IC=1C=C(C=CC1)O (3-iodophenol), C(#C)C=1C=NC=C(C#N)C1 (5-ethynylnicotinonitrile). Yields the product OC=1C=C(C=CC1)C#CC=1C=NC=C(C#N)C1 (5-(3-Hydroxyphenylethynyl)-nicotinonitrile). Yield: 16.6%. RXN SMILES: I[C:2]1[CH:3]=[C:4]([OH:8])[CH:5]=[CH:6][CH:7]=1.[C:9]([C:11]1[CH:12]=[N:13][CH:14]=[C:15]([CH:18]=1)[C:16]#[N:17])#[CH:10]>>[OH:8][C:4]1[CH:3]=[C:2]([C:10]#[C:9][C:11]2[CH:12]=[N:13][CH:14]=[C:15]([CH:18]=2)[C:16]#[N:17])[CH:7]=[CH:6][CH:5]=1. Reported procedure: Prepare essentially as described in EXAMPLE 10 using 3-iodophenol (0.69 g, 3.0 mmol) and 5-ethynylnicotinonitrile (0.4 g, 3.0 mmol) to give the title compound (110 mg, 17%). The reactants are C(C)OC(=O)C1=C(N(C2=CC=C(C=C12)OC1=CC=C(C=C1)C(F)(F)F)C1=CC=C(C=C1)N(CC)CC)CC(=O)OCC (1-(4-Diethylaminophenyl)-2-ethoxycarbonylmethyl-5-(4-trifluoromethylphenoxy)indole-3-carboxylic acid ethyl ester), [OH-].[Na+] (NaOH), Cl (HCl). Run in O1CCOCC1 (dioxane). Reaction conditions: temperature 120 celsius, time 6 hour. Yields the product C(=O)(O)CC=1N(C2=CC=C(C=C2C1C(=O)O)OC1=CC=C(C=C1)C(F)(F)F)C1=CC=C(C=C1)N(CC)CC (2-Carboxymethyl-1-(4-diethylaminophenyl)-5-(4-trifluoromethylphenoxy)indole-3-carboxylic acid). RXN SMILES: C([O:3][C:4]([C:6]1[C:14]2[C:9](=[CH:10][CH:11]=[C:12]([O:15][C:16]3[CH:21]=[CH:20][C:19]([C:22]([F:25])([F:24])[F:23])=[CH:18][CH:17]=3)[CH:13]=2)[N:8]([C:26]2[CH:31]=[CH:30][C:29]([N:32]([CH2:35][CH3:36])[CH2:33][CH3:34])=[CH:28][CH:27]=2)[C:7]=1[CH2:37][C:38]([O:40]CC)=[O:39])=[O:5])C.[OH-].[Na+].Cl>O1CCOCC1>[C:38]([CH2:37][C:7]1[N:8]([C:26]2[CH:27]=[CH:28][C:29]([N:32]([CH2:33][CH3:34])[CH2:35][CH3:36])=[CH:30][CH:31]=2)[C:9]2[C:14]([C:6]=1[C:4]([OH:5])=[O:3])=[CH:13][C:12]([O:15][C:16]1[CH:17]=[CH:18][C:19]([C:22]([F:25])([F:23])[F:24])=[CH:20][CH:21]=1)=[CH:11][CH:10]=2)([OH:40])=[O:39] |f:1.2|. Procedure: A mixture of 1-(4-diethylaminophenyl)-2-ethoxycarbonylmethyl-5-(4-trifluoromethylphenoxy)indole-3-carboxylic acid ethyl ester (150 mg, 0.26 mmol, see step (c) above), NaOH (aq, 2 M, 2 mL) and dioxane (2 μL) was stirred at 120° C. for 6 h, cooled and acidified with HCl (aq, 1 M) to pH 4 and extracted with EtOAc. The combined extracts were washed with water and brine, dried (Na2SO4), concentrated and purified by chromatography to give the title compound as a gray powder. Yield 90 mg (66%), mp 234-... Starting materials: C1(=CC=CC=C1)OC(NC1=NC=CC(=C1)OC1=CC=C(C=C1)[N+](=O)[O-])=O ([4-(4-Nitrophenoxy)pyridin-2-yl]carbamic acid phenyl ester), N1(CCCCC1)C1CCNCC1 (4-(piperidin-1-yl)piperidine). The solvent is O1CCCC1 (tetrahydrofuran). Run at time 30 minute. The product is [N+](=O)([O-])C1=CC=C(OC2=CC(=NC=C2)NC(=O)N2CCC(CC2)N2CCCCC2)C=C1 (4-(piperidin-1-yl)piperidine-1-carboxylic acid [4-(4-nitrophenoxy)pyridin-2-yl]amide), crude product. RXN SMILES: C1(O[C:8](=[O:26])[NH:9][C:10]2[CH:15]=[C:14]([O:16][C:17]3[CH:22]=[CH:21][C:20]([N+:23]([O-:25])=[O:24])=[CH:19][CH:18]=3)[CH:13]=[CH:12][N:11]=2)C=CC=CC=1.[N:27]1([CH:33]2[CH2:38][CH2:37][NH:36][CH2:35][CH2:34]2)[CH2:32][CH2:31][CH2:30][CH2:29][CH2:28]1>O1CCCC1>[N+:23]([C:20]1[CH:19]=[CH:18][C:17]([O:16][C:14]2[CH:13]=[CH:12][N:11]=[C:10]([NH:9][C:8]([N:36]3[CH2:37][CH2:38][CH:33]([N:27]4[CH2:32][CH2:31][CH2:30][CH2:29][CH2:28]4)[CH2:34][CH2:35]3)=[O:26])[CH:15]=2)=[CH:22][CH:21]=1)([O-:25])=[O:24]. Procedure: [4-(4-Nitrophenoxy)pyridin-2-yl]carbamic acid phenyl ester (100 mg) was dissolved in tetrahydrofuran (2 ml) under a nitrogen atmosphere, and then 4-(piperidin-1-yl)piperidine (144 mg) was added thereto, followed by stirring for 30 min. The reaction mixture was partitioned between ethyl acetate and a saturated aqueous solution of ammonium chloride. The organic layer was washed with a saturated aqueous solution of ammonium chloride, water and brine in this order, and dried over anhydrous sodium su... Reactants: NC=1C(=C(C(=O)OC)C=CC1)O (methyl 3-amino-2-hydroxybenzoate), N1=CC=CC=C1 (pyridine), FC1=C(C(=O)Cl)C=CC(=C1)C1=CC=NC=C1 (2-fluoro-4-(pyridine-4-yl)benzoyl chloride). The solvent is C1(=CC=CC=C1)C (toluene). Run at temperature 70 celsius, time 4 hour. Product: FC1=C(C(=O)NC=2C(=C(C(=O)OC)C=CC2)O)C=CC(=C1)C1=CC=NC=C1 (methyl 3-(2-fluoro-4-(pyridin-4-yl)benzamido)-2-hydroxybenzoate). The yield is 65.9%. RXN SMILES: [NH2:1][C:2]1[C:3]([OH:12])=[C:4]([CH:9]=[CH:10][CH:11]=1)[C:5]([O:7][CH3:8])=[O:6].N1C=CC=CC=1.[F:19][C:20]1[CH:28]=[C:27]([C:29]2[CH:34]=[CH:33][N:32]=[CH:31][CH:30]=2)[CH:26]=[CH:25][C:21]=1[C:22](Cl)=[O:23]>C1(C)C=CC=CC=1>[F:19][C:20]1[CH:28]=[C:27]([C:29]2[CH:34]=[CH:33][N:32]=[CH:31][CH:30]=2)[CH:26]=[CH:25][C:21]=1[C:22]([NH:1][C:2]1[C:3]([OH:12])=[C:4]([CH:9]=[CH:10][CH:11]=1)[C:5]([O:7][CH3:8])=[O:6])=[O:23]. Reported procedure: To a solution of 4-bromo-2-fluorobenzoic acid (4.34 g, 20 mmol) and pyridine-4-ylboronic acid (2.45 g, 20 mmol) in acetonitrile (40 mL) and water (40 mL), potassium carbonate (5.52 g, 40 mmol), bis(triphenylphosphine)palladium(II) chloride (1.08 g, 0.05 mmol) was added. The mixture was degassed and purged withed nitrogen. The mixture was stirred at 100° C. for 24 h. Then the hot suspension was filtered and concentrated to half of the original volume and washed with dichloromethane. The aquatic p... The reactants are C1(C=2C(C(=O)O1)=CC=CC2)=O (phthalic anhydride), N (ammonia). The product is C1(C=2C(C(N1)=O)=CC=CC2)=O (phthalimide). RXN SMILES: [C:1]1(=O)[O:6][C:4](=[O:5])[C:3]2=[CH:7][CH:8]=[CH:9][CH:10]=[C:2]12.[NH3:12]>>[C:1]1(=[O:6])[NH:12][C:4](=[O:5])[C:3]2=[CH:7][CH:8]=[CH:9][CH:10]=[C:2]12. Procedure: 1.2-Benzoisothiazole-3-on-1.1-dioxide has also been produced by the reaction sequence shown in Reaction scheme (2), in which: (1) phthalic anhydride is reacted with ammonia; (2) phthalimide produced in the first step is subjected to the Hoffmann reaction; (3) o-aminobenzoic acid produced in the second step is diazotized; (4) sodium sulfide is reacted with the diazobenzoic acid produced in the third step; (5) sodium dithiodibenzoate produced in the fourth step is treated with an acid; (6) dithiod...